Dataset: the Open Reaction Database (ORD), a public repository of structured organic reaction records. Task: describe an organic reaction: reactants, conditions, products, and yield Reactants: FC1=C(C=C(C=C1)I)[N+](=O)[O-] (4-Fluoro-1-iodo-3-nitrobenzene), N1=C(C=CC=C1)C=1C=C(N)C=CC1 (3-(2-Pyridyl)aniline). The product is N1=C(C=CC=C1)C=1C=C(C=CC1)NC1=C(C=C(C=C1)I)[N+](=O)[O-] (N-(3-(2-Pyridyl)phenyl)-4-iodo-2-nitroaniline). Isolated yield 40.0%. As a reaction SMILES: F[C:2]1[CH:7]=[CH:6][C:5]([I:8])=[CH:4][C:3]=1[N+:9]([O-:11])=[O:10].[N:12]1[CH:17]=[CH:16][CH:15]=[CH:14][C:13]=1[C:18]1[CH:19]=[C:20]([CH:22]=[CH:23][CH:24]=1)[NH2:21]>>[N:12]1[CH:17]=[CH:16][CH:15]=[CH:14][C:13]=1[C:18]1[CH:19]=[C:20]([NH:21][C:2]2[CH:7]=[CH:6][C:5]([I:8])=[CH:4][C:3]=2[N+:9]([O-:11])=[O:10])[CH:22]=[CH:23][CH:24]=1. Procedure: N-(3-(2-Pyridyl)phenyl)-4-iodo-2-nitroaniline (6f) was prepared analogously from 1c (Example 1) and 2f (Example 4). Yield: 40%. Mp 195-196° C. The reactants are C(CC#N)#N (malononitrile), N(=O)[O-].[Na+] (sodium nitrite), C(C)(C)OC(C)C (diisopropyl ether), BrC(C(=O)OCC)(C)C (ethyl 2-bromo-2-methylpropanoate). Run in C(C)#N (acetonitrile), C(C)(=O)O (acetic acid), O (water). Run at time 8 hour. Yields the product C(C)OC(=O)C(C)(ON=C(C#N)C#N)C (2-(1-ethoxycarbonyl-1-methylethoxyimino)propanedinitrile). The yield is 100.6%. Reaction SMILES: [C:1](#[N:5])[CH2:2][C:3]#[N:4].[N:6]([O-:8])=O.[Na+].Br[C:11]([CH3:18])([CH3:17])[C:12]([O:14][CH2:15][CH3:16])=[O:13].C(OC(C)C)(C)C>C(#N)C.O.C(O)(=O)C>[CH2:15]([O:14][C:12]([C:11]([CH3:18])([O:8][N:6]=[C:2]([C:1]#[N:5])[C:3]#[N:4])[CH3:17])=[O:13])[CH3:16] |f:1.2|. Reported procedure: To a solution of malononitrile (300 g) and acetic acid (54.6 g) in acetonitrile (2.1 l) was added sodium nitrite (313 g) at 60°-65° C. After being stirred at the same temperature for an hour, ethyl 2-bromo-2-methylpropanoate (797 g) was added to the mixture at 65° C. After being refluxed for five hours, the mixture was cooled to the ambient temperature and allowed to stand overnight. The resulting mixture was poured into a mixture of water (4.2 l) and diisopropyl ether (4.2 l). The separated org... Starting materials: CN(C=O)C (dimethylformamide), O(Cl)Cl.[P+5] (phosphorus(V) oxychloride), FC=1C=C(C=CC1)CCC=1C=CC2=C(NC(CO2)=O)C1 (6-[2-(3-fluoro-phenyl)-ethyl]-4H-benzo[1,4]oxazin-3-one). Solvent: C(Cl)(Cl)Cl (chloroform), C(Cl)(Cl)Cl (chloroform). Conditions: temperature 0 celsius, time 10 minute. Yields the product ClC=1C(OC2=C(N1)C=C(C=C2)CCC2=CC(=CC=C2)F)=CN(C)C ({3-Chloro-6-[2-(3-fluoro-phenyl)-ethyl]-benzo[1,4]oxazin-2-ylidenemethyl}-dimethyl-amine). The yield is 67.0%. RXN SMILES: [CH3:1][N:2]([CH3:5])[CH:3]=O.O(Cl)[Cl:7].[P+5].[F:10][C:11]1[CH:12]=[C:13]([CH2:17][CH2:18][C:19]2[CH:20]=[CH:21][C:22]3[O:27][CH2:26][C:25](=O)[NH:24][C:23]=3[CH:29]=2)[CH:14]=[CH:15][CH:16]=1>C(Cl)(Cl)Cl>[Cl:7][C:25]1[C:26](=[CH:3][N:2]([CH3:5])[CH3:1])[O:27][C:22]2[CH:21]=[CH:20][C:19]([CH2:18][CH2:17][C:13]3[CH:14]=[CH:15][CH:16]=[C:11]([F:10])[CH:12]=3)=[CH:29][C:23]=2[N:24]=1 |f:1.2|. Reported procedure: To a solution of dimethylformamide (0.82 mL, 10.6 mmol, 2.5 equiv) in chloroform (10 mL) at 0° C. was added phosphorus(V) oxychloride (0.78 mL, 8.49 mmol, 2 equiv). After stirring 10 min at 0° C., the reaction vessel was warmed to 23° C. for 10 min then re-cooled to 0° C. A solution of 6-[2-(3-fluoro-phenyl)-ethyl]-4H-benzo[1,4]oxazin-3-one in chloroform (7 mL) was added. After stirring a further 5 min at 0° C. the reaction was warmed to reflux (oil bath) for 4 h then cooled to 23° C. and partit... The reactants are Cl.N1CC(C1)C1=NC=CN=C1Cl (2-(Azetidin-3-yl)-3-chloropyrazine hydrochloride), ClC1=NC2=CC=CC=C2C=N1 (2-chloroquinazoline), C([O-])([O-])=O.[Cs+].[Cs+] (cesium carbonate). Run in CN(C)C=O (DMF), O (water). Reaction conditions: temperature 110 celsius, time 17 hour. Yields the product ClC=1C(=NC=CN1)C1CN(C1)C1=NC2=CC=CC=C2C=N1 (2-(3-(3-chloropyrazin-2-yl)azetidin-1-yl)quinazoline). The yield is 47.1%. RXN SMILES: Cl.[NH:2]1[CH2:5][CH:4]([C:6]2[C:11]([Cl:12])=[N:10][CH:9]=[CH:8][N:7]=2)[CH2:3]1.Cl[C:14]1[N:23]=[CH:22][C:21]2[C:16](=[CH:17][CH:18]=[CH:19][CH:20]=2)[N:15]=1.C(=O)([O-])[O-].[Cs+].[Cs+]>CN(C=O)C.O>[Cl:12][C:11]1[C:6]([CH:4]2[CH2:5][N:2]([C:14]3[N:23]=[CH:22][C:21]4[C:16](=[CH:17][CH:18]=[CH:19][CH:20]=4)[N:15]=3)[CH2:3]2)=[N:7][CH:8]=[CH:9][N:10]=1 |f:0.1,3.4.5|. Procedure: 2-(Azetidin-3-yl)-3-chloropyrazine hydrochloride (1.50 g, 7.28 mmol), 2-chloroquinazoline (1.20 g, 7.28 mmol, Parkway Scientific), and cesium carbonate (5.22 g, 16.0 mmol, Fluka) were mixed in DMF (30 mL) in a round bottom flask under a nitrogen atmosphere. The mixture was stirred at 110° C. for 17 h. The reaction mixture was cooled to room temperature, diluted with water, and extracted with EtOAc (2×). The combined organic extracts were washed with saturated sodium chloride, dried over magnesiu...